Task: describe an organic reaction: reactants, conditions, products, and yield. Dataset: the Open Reaction Database (ORD), a public repository of structured organic reaction records The reactants are C(C)C1=C(OC[C@H](CNC(CO)=O)O)C(=CC(=C1)C1=NOC(=N1)C1=NC(=NC(=C1)C)NCC)C (N—((S)-3-{2-ethyl-4-[5-(2-ethylamino-6-methyl-pyrimidin-4-yl)-[1,2,4]oxadiazol-3-yl]-6-methyl-phenoxy}-2-hydroxy-propyl)-2-hydroxy-acetamide), CC1=CC(=NC(=N1)NCCC)C(=O)O (6-methyl-2-propylamino-pyrimidine-4-carboxylic acid), OCC(=O)NCC(COC1=C(C=C(C=C1C)C(NO)=N)C)O (2-hydroxy-N-{2-hydroxy-3-[4-(N-hydroxycarbamimidoyl)-2,6-dimethyl-phenoxy]-propyl}-acetamide). The product is CC1=C(OCC(CNC(CO)=O)O)C(=CC(=C1)C1=NOC(=N1)C1=NC(=NC(=C1)C)NCCC)C (rac-N-(3-{2,6-Dimethyl-4-[5-(6-methyl-2-propylamino-pyrimidin-4-yl)-[1,2,4]oxadiazol-3-yl]-phenoxy}-2-hydroxy-propyl)-2-hydroxy-acetamide). Reaction SMILES: [CH2:1]([C:3]1[CH:18]=[C:17]([C:19]2[N:23]=[C:22]([C:24]3[CH:29]=[C:28]([CH3:30])[N:27]=[C:26]([NH:31][CH2:32][CH3:33])[N:25]=3)[O:21][N:20]=2)[CH:16]=[C:15]([CH3:34])[C:4]=1[O:5][CH2:6][C@@H:7]([OH:14])[CH2:8][NH:9][C:10](=[O:13])[CH2:11][OH:12])C.[CH3:35]C1N=C(NCCC)N=C(C(O)=O)C=1.OCC(NCC(O)COC1C(C)=CC(C(=N)NO)=CC=1C)=O>>[CH3:34][C:15]1[CH:16]=[C:17]([C:19]2[N:23]=[C:22]([C:24]3[CH:29]=[C:28]([CH3:30])[N:27]=[C:26]([NH:31][CH2:32][CH2:33][CH3:35])[N:25]=3)[O:21][N:20]=2)[CH:18]=[C:3]([CH3:1])[C:4]=1[O:5][CH2:6][CH:7]([OH:14])[CH2:8][NH:9][C:10](=[O:13])[CH2:11][OH:12]. Procedure: rac-N-(3-{2,6-Dimethyl-4-[5-(6-methyl-2-propylamino-pyrimidin-4-yl)-[1,2,4]oxadiazol-3-yl]-phenoxy}-2-hydroxy-propyl)-2-hydroxy-acetamide is prepared in analogy to N—((S)-3-{2-ethyl-4-[5-(2-ethylamino-6-methyl-pyrimidin-4-yl)-[1,2,4]oxadiazol-3-yl]-6-methyl-phenoxy}-2-hydroxy-propyl)-2-hydroxy-acetamide using 6-methyl-2-propylamino-pyrimidine-4-carboxylic acid and 2-hydroxy-N-{2-hydroxy-3-[4-(N-hydroxycarbamimidoyl)-2,6-dimethyl-phenoxy]-propyl}-acetamide; LC-MS: tR=0.92 min, [M+H]+=471.25. The reactants are ICCCI (1,3-diiodopropane), [H-].[Na+] (Sodium hydride), ClC1=NC=C(CN2C(NCC2)=N[N+](=O)[O-])C=C1 (1-(6-Chloronicotinyl)-2-nitroiminoimidazolidine), C1=CC(=NC=C1CN\2CCN/C2=N\[N+](=O)[O-])Cl (imidacloprid). Run in CN(C)C=O (DMF), CN(C)C=O (DMF). Conditions: time 1 hour. Product: ClC1=NC=C(CN2C(N(CC2)CCCN2C(N(CC2)CC2=CN=C(C=C2)Cl)=N[N+](=O)[O-])=N[N+](=O)[O-])C=C1 (1,3-bis[(6-chloronicotinyl)-2-nitroiminoimidazolidin-3-yl]propane). RXN SMILES: [H-].[Na+].[Cl:3][C:4]1[CH:19]=[CH:18][C:7]([CH2:8][N:9]2[CH2:13][CH2:12][NH:11][C:10]2=[N:14][N+:15]([O-:17])=[O:16])=[CH:6][N:5]=1.I[CH2:21][CH2:22][CH2:23]I>CN(C=O)C>[Cl:3][C:4]1[CH:19]=[CH:18][C:7]([CH2:8][N:9]2[CH2:13][CH2:12][N:11]([CH2:21][CH2:22][CH2:23][N:11]3[CH2:12][CH2:13][N:9]([CH2:8][C:7]4[CH:18]=[CH:19][C:4]([Cl:3])=[N:5][CH:6]=4)[C:10]3=[N:14][N+:15]([O-:17])=[O:16])[C:10]2=[N:14][N+:15]([O-:17])=[O:16])=[CH:6][N:5]=1 |f:0.1|. Reported procedure: Sodium hydride (60% oil dispersion, 0.17 g, 4.25 mmol) was suspended in 10 ml of DMF. 1-(6-Chloronicotinyl)-2-nitroiminoimidazolidine (1.03 g, 4 mmol), which is commonly referred to as imidacloprid), was added to this suspension. This mixture was then stirred for 1 hour at room temperature. A solution of 1,3-diiodopropane (0.58 g, 2 mmol) in DMF (10 ml) was then added dropwise to this reaction mixture over the course of 30 minutes while cooling with ice. Following completion of dropping, the rea... Reactants: NC=1C(=NC(=CC1)Cl)CO ((3-amino-6-chloro-pyridin-2-yl)-methanol). Reagents/catalysts: O=[Mn]=O (MnO2), O=[Mn]=O (MnO2). The solvent is C(Cl)Cl (DCM). Reaction conditions: time 24 hour. Yields the product NC=1C(=NC(=CC1)Cl)C=O (3-amino-6-chloro-pyridine-2-carbaldehyde). As a reaction SMILES: [NH2:1][C:2]1[C:3]([CH2:9][OH:10])=[N:4][C:5]([Cl:8])=[CH:6][CH:7]=1>C(Cl)Cl.O=[Mn]=O>[NH2:1][C:2]1[C:3]([CH:9]=[O:10])=[N:4][C:5]([Cl:8])=[CH:6][CH:7]=1. Reported procedure: (3-amino-6-chloro-pyridin-2-yl)-methanol (998 mg, 4.0 mmol) is taken up in DCM and combined with MnO2 (697 mg, 8.0 mmol). After 24 h another 2 eq. MnO2 are added and the mixture is stirred for further 24 h at RT. Then the reaction mixture is filtered through Celite®, the solvent is removed and 3-amino-6-chloro-pyridine-2-carbaldehyde (HPLC-MS: tRet.=1.88 min, MS(M+H)+=157; method AFEC) is obtained. Reactants: CC(=O)Nc1ccccc1-c1ccc(C(=O)CCC(=O)O)cc1, CC(C)CN, NC1CCCCC1. Yields the product CC(=O)Nc1ccccc1-c1ccc(C(O)CCC(=O)O)cc1. RXN SMILES: [C:1]([CH3:2])(=[O:3])[NH:4][c:5]1[c:6](-[c:11]2[cH:12][cH:13][c:14]([C:17]([CH2:18][CH2:19][C:20](=[O:21])[OH:22])=[O:23])[cH:15][cH:16]2)[cH:7][cH:8][cH:9][cH:10]1.[CH2:31]([NH2:32])[CH:33]([CH3:34])[CH3:35].[NH2:24][CH:25]1[CH2:26][CH2:27][CH2:28][CH2:29][CH2:30]1>>[C:1]([CH3:2])(=[O:3])[NH:4][c:5]1[c:6](-[c:11]2[cH:12][cH:13][c:14]([CH:17]([CH2:18][CH2:19][C:20](=[O:21])[OH:22])[OH:23])[cH:15][cH:16]2)[cH:7][cH:8][cH:9][cH:10]1. Reactants: CCBr, CCOC(C)=O, CCN(C(C)C)C(C)C, CC(N1Cc2cc(NCc3ccc(Cl)cc3)ccc2N1)C(O)(Cn1cncn1)c1ccc(F)cc1F. Yields the product CCN(Cc1ccc(Cl)cc1)c1ccc2c(c1)CN(C(C)C(O)(Cn1cncn1)c1ccc(F)cc1F)N2. Reaction SMILES: [Br:46][CH2:47][CH3:48].[CH3:49][CH2:50][O:51][C:52](=[O:53])[CH3:54].[CH:37]([CH3:38])([N:39]([CH:40]([CH3:41])[CH3:42])[CH2:43][CH3:44])[CH3:45].[Cl:1][c:2]1[cH:3][cH:4][c:5]([CH2:6][NH:7][c:8]2[cH:9][c:10]3[c:14]([cH:15][cH:16]2)[NH:13][N:12]([CH:17]([C:18]([CH2:19][n:20]2[n:21][cH:22][n:23][cH:24]2)([OH:25])[c:26]2[c:27]([F:33])[cH:28][c:29]([F:32])[cH:30][cH:31]2)[CH3:34])[CH2:11]3)[cH:35][cH:36]1>>[Cl:1][c:2]1[cH:3][cH:4][c:5]([CH2:6][N:7]([c:8]2[cH:9][c:10]3[c:14]([cH:15][cH:16]2)[NH:13][N:12]([CH:17]([C:18]([CH2:19][n:20]2[n:21][cH:22][n:23][cH:24]2)([OH:25])[c:26]2[c:27]([F:33])[cH:28][c:29]([F:32])[cH:30][cH:31]2)[CH3:34])[CH2:11]3)[CH2:37][CH3:38])[cH:35][cH:36]1. Starting materials: C(C)C1=CN=NC=C1 (4-ethylpyridazine), C(C)(C)[N-]C(C)C.[Li+] (lithium diisopropylamide), ClC1=C(C=CC(=C1)Cl)C(CN1N=CN=C1)=O (1-(2,4-dichlorophenyl)-2-(1H-1,2,4-triazol-1-yl)ethanone). The solvent is O1CCCC1 (tetrahydrofuran). Product: ClC1=C(C=CC(=C1)Cl)C(CN1N=CN=C1)(C(C)C1=CN=NC=C1)O (2-(2,4-Dichlorophenyl)-3-(pyridazin-4-yl)-1-(1H-1,2,4-triazol-1-yl)butan-2-ol). RXN SMILES: [CH2:1]([C:3]1[CH:8]=[CH:7][N:6]=[N:5][CH:4]=1)[CH3:2].C([N-]C(C)C)(C)C.[Li+].[Cl:17][C:18]1[CH:23]=[C:22]([Cl:24])[CH:21]=[CH:20][C:19]=1[C:25](=[O:32])[CH2:26][N:27]1[CH:31]=[N:30][CH:29]=[N:28]1>O1CCCC1>[Cl:17][C:18]1[CH:23]=[C:22]([Cl:24])[CH:21]=[CH:20][C:19]=1[C:25]([OH:32])([CH:1]([C:3]1[CH:8]=[CH:7][N:6]=[N:5][CH:4]=1)[CH3:2])[CH2:26][N:27]1[CH:31]=[N:30][CH:29]=[N:28]1 |f:1.2|. Reported procedure: Treatment of 4-ethylpyridazine (2.16 g) with lithium diisopropylamide (0.02 mole) in dry tetrahydrofuran followed by 1-(2,4-dichlorophenyl)-2-(1H-1,2,4-triazol-1-yl)ethanone (5.12 g) according to the method of Example 9(ii) gave the title compound, diastereoisomeric pair A, (1.24 g), m.p. 174°-177°; Reaction SMILES: NC(N)=O.[CH:5]12[O:12][CH:9](CC1)[CH2:8][N:7]([C:13]1[N:18]=[C:17]([C:19]3[CH:24]=[CH:23][C:22]([NH:25][C:26](NCC)=[O:27])=[CH:21][CH:20]=3)[N:16]=[C:15]3[N:31]([CH:34]4CCN(C(OCC)=O)C[CH2:35]4)[N:32]=[CH:33][C:14]=13)[CH2:6]2.[N:45]1([CH2:50][C:51]2[CH:57]=[CH:56][C:54]([NH2:55])=[CH:53][CH:52]=2)[CH2:49][CH2:48][CH2:47][CH2:46]1.N[C:59]1C=CC=C[CH:60]=1>>[CH:8]12[N:7]([C:13]3[N:18]=[C:17]([C:19]4[CH:20]=[CH:21][C:22]([NH:25][C:26]([NH:55][C:54]5[CH:56]=[CH:57][C:51]([CH2:50][N:45]6[CH2:49][CH2:48][CH2:47][CH2:46]6)=[CH:52][CH:53]=5)=[O:27])=[CH:23][CH:24]=4)[N:16]=[C:15]4[N:31]([CH2:34][CH3:35])[N:32]=[CH:33][C:14]=34)[CH:6]([CH2:59][CH2:60]1)[CH2:5][O:12][CH2:9]2. Yields the product C12COCC(CC1)N2C2=C1C(=NC(=N2)C2=CC=C(C=C2)NC(=O)NC2=CC=C(C=C2)CN2CCCC2)N(N=C1)CC (1-(4-(4-(3-oxa-8-azabicyclo[3.2.1]octan-8-yl)-1-ethyl-1H-pyrazolo[3,4-d]pyrimidin-6-yl)phenyl)-3-(4-(pyrrolidin-1-ylmethyl)phenyl)urea). The reactants are NC1=CC=CC=C1 (aniline), NC(=O)N (urea), C12CN(CC(CC1)O2)C2=C1C(=NC(=N2)C2=CC=C(C=C2)NC(=O)NCC)N(N=C1)C1CCN(CC1)C(=O)OCC (ethyl 4-(4-(8-oxa-3-azabicyclo[3.2.1]octan-3-yl)-6-(4-(3-ethylureido)phenyl)-1H-pyrazolo[3,4-d]pyrimidin-1-yl)piperidine-1-carboxylate), N1(CCCC1)CC1=CC=C(N)C=C1 (4-(pyrrolidin-1-ylmethyl)aniline). Reported procedure: A urea formation procedure similar to that used for the synthesis of ethyl 4-(4-(8-oxa-3-azabicyclo[3.2.1]octan-3-yl)-6-(4-(3-ethylureido)phenyl)-1H-pyrazolo[3,4-d]pyrimidin-1-yl)piperidine-1-carboxylate is used, utilizing 4-(pyrrolidin-1-ylmethyl)aniline as the aniline component. (52%, MS=553.5 (M+H)) Reactants: C(C)(C)(C)C=1C=CC2=C(N=C(S2)C=2C(=NC(=NC2OC)N2CCOCC2)N[C@H]2CN(CCC2)C(=O)OC(C)(C)C)C1 (tert-butyl (3R)-3-[[5-(5-tert-butyl-1,3-benzothiazol-2-yl)-6-methoxy-2-(morpholin-4-yl)pyrimidin-4-yl]amino]piperidine-1-carboxylate). As a reaction SMILES: [C:1]([C:5]1[CH:6]=[CH:7][C:8]2[S:12][C:11]([C:13]3[C:14]([NH:27][C@@H:28]4[CH2:33][CH2:32][CH2:31][N:30](C(OC(C)(C)C)=O)[CH2:29]4)=[N:15][C:16]([N:21]4[CH2:26][CH2:25][O:24][CH2:23][CH2:22]4)=[N:17][C:18]=3[O:19]C)=[N:10][C:9]=2[CH:41]=1)([CH3:4])([CH3:3])[CH3:2]>Cl>[C:1]([C:5]1[CH:6]=[CH:7][C:8]2[S:12][C:11]([C:13]3[C:18](=[O:19])[NH:17][C:16]([N:21]4[CH2:22][CH2:23][O:24][CH2:25][CH2:26]4)=[N:15][C:14]=3[NH:27][C@@H:28]3[CH2:33][CH2:32][CH2:31][NH:30][CH2:29]3)=[N:10][C:9]=2[CH:41]=1)([CH3:4])([CH3:2])[CH3:3]. Yields the product C(C)(C)(C)C=1C=CC2=C(N=C(S2)C=2C(NC(=NC2N[C@H]2CNCCC2)N2CCOCC2)=O)C1 ((R)-5-(5-tert-butylbenzo[d]thiazol-2-yl)-2-morpholino-6-(piperidin-3-ylamino)pyrimidin-4(3H)-one). The solvent is Cl (hydrochloric acid). Procedure: Following the same procedure as in step 4 of Example 337 using tert-butyl (3R)-3-[[5-(5-tert-butyl-1,3-benzothiazol-2-yl)-6-methoxy-2-(morpholin-4-yl)pyrimidin-4-yl]amino]piperidine-1-carboxylate (101.6 mg, 0.17 mmol, 1.00 equiv) and hydrochloric acid (10 mL, 6M). The crude product was purified by Prep-HPLC with the following conditions (1#-Pre-HPLC-001(SHIMADZU)): Column, SunFire Prep C18 OBD Column, 5 um, 19*150 mm,; mobile phase, water with 0.05% TFA and CH3CN (30.0% CH3CN up to 44.0% in 7 mi... Reaction conditions: time 7 minute.